Task: describe an organic reaction: reactants, conditions, products, and yield. Dataset: the Open Reaction Database (ORD), a public repository of structured organic reaction records Yields the product C(C)C1=CC=C(C=C1)S(=O)(=O)Cl (4-ethylbenzenesulfonyl chloride). Starting materials: ice, P(=O)(Cl)(Cl)Cl (phosphorus oxychloride), C(C)C1=CC=CC=C1 (ethylbenzene), ice, S(O)(O)(=O)=O (sulfuric acid). As a reaction SMILES: P(Cl)(Cl)([Cl:3])=O.[CH2:6]([C:8]1[CH:13]=[CH:12][CH:11]=[CH:10][CH:9]=1)[CH3:7].[S:14](=[O:18])(=O)(O)[OH:15]>O>[CH2:6]([C:8]1[CH:13]=[CH:12][C:11]([S:14]([Cl:3])(=[O:18])=[O:15])=[CH:10][CH:9]=1)[CH3:7]. Procedure: With stirring, 929.0 g phosphorus oxychloride was added to 836.0 g ethylbenzene. The resulting mixture was heated to approximately 69° C. and 599.0 g of 100 percent sulfuric acid was added over approximately sixteen minutes with the temperature rising to approximately 78° C. and it continued to slowly rise over approximately thirty-seven minutes to approximately 84° C. The mixture was held at approximately 80° C. for about two hours and then maintained at approximately 90° C. for an additional t... Run at temperature 69 celsius, time 2 hour. The solvent is O (water).